From a dataset of the Open Reaction Database (ORD), a public repository of structured organic reaction records. describe an organic reaction: reactants, conditions, products, and yield Reactants: FC1=C(C(=CC(=C1)OC)F)C1=CC2=CC=C(C=C2C=C1)OC (2-(2,6-difluoro-4-methoxyphenyl)-6-methoxynaphthalene), B(Br)(Br)Br (boron tribromide). The product is FC1=C(C(=CC(=C1)O)F)C=1C=C2C=CC(=CC2=CC1)O (6-(2,6-Difluoro-4-hydroxyphenyl)-2-naphthol), yellowish solid. Isolated yield 99.0%. Reaction SMILES: [F:1][C:2]1[CH:7]=[C:6]([O:8]C)[CH:5]=[C:4]([F:10])[C:3]=1[C:11]1[CH:20]=[CH:19][C:18]2[C:13](=[CH:14][CH:15]=[C:16]([O:21]C)[CH:17]=2)[CH:12]=1.B(Br)(Br)Br>>[F:1][C:2]1[CH:7]=[C:6]([OH:8])[CH:5]=[C:4]([F:10])[C:3]=1[C:11]1[CH:12]=[C:13]2[C:18](=[CH:19][CH:20]=1)[CH:17]=[C:16]([OH:21])[CH:15]=[CH:14]2. Procedure details: The title compound was prepared by reacting 2-(2,6-difluoro-4-methoxyphenyl)-6-methoxynaphthalene (1.5 g, 5.0 mmol) with boron tribromide (25 mL of 1.0 M solution in CH2Cl2, 25 mmol) according to method D to yield 1.35 g (99%) of a yellowish solid: mp>240° C.; 1H NMR (DMSO-d6): δ 6.55-6.63 (2H, m), 7.11 (1H, dd, J=8.76 Hz, J=2.34 Hz), 7.15 (1 h, d, J=2.05 Hz), 7.36 (1H, dd, J=8.58 Hz, J=1.34 Hz), 7.39 (1H, d, J=8.83 Hz), 7.79 (1H, s), 7.80 (1H, d, J=8.74 Hz), 9.85 (1H, s), 10.48 (1H, s); MS (ESI... The reactants are CN(C=O)C (dimethylformamide), ClCCCl (1,2dichloroethane), N1=CC(=CC=C1)C1=CC(=C2N1CSC2)C(=O)O (5-(3-pyridyl)-1H,3H-pyrrolo[1,2-c]thiazole-7-carboxylic acid). Solvent: S(=O)(Cl)Cl (thionyl chloride), C1CCCCC1 (cyclohexane). Reaction conditions: temperature 20 celsius, time 30 minute. Product: Cl.ClC(=O)C=1C=C(N2CSCC21)C=2C=NC=CC2 (7- Chloroformyl-5-(3-pyridyl)-pyrrolo[1,2-c]thiazole hydrochloride). RXN SMILES: [N:1]1[CH:6]=[CH:5][CH:4]=[C:3]([C:7]2[N:11]3[CH2:12][S:13][CH2:14][C:10]3=[C:9]([C:15]([OH:17])=O)[CH:8]=2)[CH:2]=1.CN(C)C=O.[Cl:23]CCCl>S(Cl)(Cl)=O.C1CCCCC1>[ClH:23].[Cl:23][C:15]([C:9]1[CH:8]=[C:7]([C:3]2[CH:2]=[N:1][CH:6]=[CH:5][CH:4]=2)[N:11]2[C:10]=1[CH2:14][S:13][CH2:12]2)=[O:17] |f:5.6|. Reported procedure: A suspension of 5-(3-pyridyl)-1H,3H-pyrrolo[1,2-c]thiazole-7-carboxylic acid (8.8 g) in a mixture of thionyl chloride (6.25 cc), dimethylformamide (0.05 cc) and 1,2dichloroethane (100 cc) is heated under reflux with stirring for 2 hours and 30 minutes. The reaction mixture is cooled to a temperature of about 20° C. and concentrated to dryness under reduced pressure (20 mm Hg; 2.7 kPa) at a temperature of about 60° C. The residue obtained is suspended in cyclohexane (150 cc) and the solvent is ev... Reactants: COC1=C(CNCC2=C(C=C(C=N2)C2=CC(=NC=C2)C)C)C=CC(=C1)OC (N-(2,4-dimethoxybenzyl)-1-(2′,5-dimethyl-3,4′-bipyridin-6-yl)methanamine), FC(C(=O)O)(F)F (trifluoroacetic acid). As a reaction SMILES: COC1C=C(OC)C=CC=1C[NH:6][CH2:7][C:8]1[N:13]=[CH:12][C:11]([C:14]2[CH:19]=[CH:18][N:17]=[C:16]([CH3:20])[CH:15]=2)=[CH:10][C:9]=1[CH3:21].FC(F)(F)C(O)=O>>[CH3:20][C:16]1[CH:15]=[C:14]([C:11]2[CH:12]=[N:13][C:8]([CH2:7][NH2:6])=[C:9]([CH3:21])[CH:10]=2)[CH:19]=[CH:18][N:17]=1. Reported procedure: To the reaction vessel containing N-(2,4-dimethoxybenzyl)-1-(2′,5-dimethyl-3,4′-bipyridin-6-yl)methanamine 81-4 (0.54 g, 1.5 mmol) was added trifluoroacetic acid (2 mL). The reaction was stirred at room temperature for 2 hours. TFA was removed by rotary evaporation to give crude (2′,5-dimethyl-3,4′-bipyridin-6-yl)methanamine 81-5. MS m/z 214.2 (M+1). The product is CC1=NC=CC(=C1)C=1C=NC(=C(C1)C)CN ((2′,5-dimethyl-3,4′-bipyridin-6-yl)methanamine). Conditions: time 2 hour.